Dataset: the Open Reaction Database (ORD), a public repository of structured organic reaction records. Task: describe an organic reaction: reactants, conditions, products, and yield Starting materials: CCOC(=O)c1cc2cc(NC(=O)C3NC(CC(C)(C)C)C(C#N)(c4ccc(Cl)cc4F)C3c3cccc(Cl)c3F)ccc2[nH]1, CCO, [K+], [OH-], O. Yields the product CC(C)(C)CC1NC(C(=O)Nc2ccc3[nH]c(C(=O)O)cc3c2)C(c2cccc(Cl)c2F)C1(C#N)c1ccc(Cl)cc1F. RXN SMILES: [CH2:1]([CH3:2])[O:3][C:4](=[O:5])[c:6]1[nH:7][c:8]2[cH:9][cH:10][c:11]([NH:15][C:16](=[O:17])[CH:18]3[NH:19][CH:20]([CH2:41][C:42]([CH3:43])([CH3:44])[CH3:45])[C:21]([C:31]#[N:32])([c:33]4[c:34]([F:40])[cH:35][c:36]([Cl:39])[cH:37][cH:38]4)[CH:22]3[c:23]3[c:24]([F:30])[c:25]([Cl:29])[cH:26][cH:27][cH:28]3)[cH:12][c:13]2[cH:14]1.[CH3:48][CH2:49][OH:50].[K+:47].[OH-:46].[OH2:51]>>[O:3]=[C:4]([OH:5])[c:6]1[nH:7][c:8]2[cH:9][cH:10][c:11]([NH:15][C:16](=[O:17])[CH:18]3[NH:19][CH:20]([CH2:41][C:42]([CH3:43])([CH3:44])[CH3:45])[C:21]([C:31]#[N:32])([c:33]4[c:34]([F:40])[cH:35][c:36]([Cl:39])[cH:37][cH:38]4)[CH:22]3[c:23]3[c:24]([F:30])[c:25]([Cl:29])[cH:26][cH:27][cH:28]3)[cH:12][c:13]2[cH:14]1. Procedure: The poly(N-(4-tert-butyloxycarbonyloxyphenyl) maleimide is synthesized according to the following scheme. Di-t-butylpyrocarbonate is reacted with p-aminophenol to give p-(t-butyloxycarbonyloxy) aniline, I. Reaction of I with maleic anhydride then affords N-(p-t-butyloxycarbonyloxyphenyl)maleamic acid, II. Monomer II is modified by treatment with sodium acetate and acetic anhydride to yield monomer III, N-(p-t-butyloxycarbonyloxyphenyl)maleimide. Monomer III is polymerized in the presence of azoi... Yields the product monomer III, C(C)(C)(C)OC(=O)OC1=CC=C(C=C1)N1C(C=CC1=O)=O (N-(p-t-butyloxycarbonyloxyphenyl)maleimide). Reactants: Monomer II, II, C(C)(=O)OC(C)=O (acetic anhydride), C1(\C=C/C(=O)O1)=O (maleic anhydride), C(C)(C)(C)OC(=O)OC1=CC=C(C=C1)NC(\C=C/C(=O)O)=O (N-(p-t-butyloxycarbonyloxyphenyl)maleamic acid), C(C)(=O)[O-].[Na+] (sodium acetate). As a reaction SMILES: C1(=O)OC(=O)C=C1.[C:8]([O:12][C:13]([O:15][C:16]1[CH:21]=[CH:20][C:19]([NH:22][C:23](=[O:29])/[CH:24]=[CH:25]\[C:26]([OH:28])=O)=[CH:18][CH:17]=1)=[O:14])([CH3:11])([CH3:10])[CH3:9].C([O-])(=O)C.[Na+].C(OC(=O)C)(=O)C>>[C:8]([O:12][C:13]([O:15][C:16]1[CH:21]=[CH:20][C:19]([N:22]2[C:23](=[O:29])[CH:24]=[CH:25][C:26]2=[O:28])=[CH:18][CH:17]=1)=[O:14])([CH3:11])([CH3:10])[CH3:9] |f:2.3|. The reactants are C(C)(C)(C)OC(=O)C1=CNC=C1 (1H-pyrrole-3-carboxylic acid tert-butyl ester), ice water, C([O-])([O-])=O.[Cs+].[Cs+] (cesium carbonate), C(C)(=O)C=1C=CC(=NC1)Br (5-acetyl-2-bromopyridine). Reagents/catalysts: C(C)(=O)[O-].[Pd+2].C(C)(=O)[O-] (palladium acetate), C1(=CC=CC=C1)P([C-]1C=CC=C1)C1=CC=CC=C1.[C-]1(C=CC=C1)P(C1=CC=CC=C1)C1=CC=CC=C1.[Fe+2] (1,1′-bis(diphenylphosphino)ferrocene). The solvent is C1(=CC=CC=C1)C (toluene). Reaction conditions: temperature 100 celsius, time 8 hour. Product: C(C)(C)(C)OC(=O)C1=CN(C=C1)C1=NC=C(C=C1)C(C)=O (1-(5-acetylpyridin-2-yl)pyrrole-3-carboxylic acid tert-butyl ester). Isolated yield 31.7%. RXN SMILES: [C:1]([O:5][C:6]([C:8]1[CH:12]=[CH:11][NH:10][CH:9]=1)=[O:7])([CH3:4])([CH3:3])[CH3:2].C(=O)([O-])[O-].[Cs+].[Cs+].[C:19]([C:22]1[CH:23]=[CH:24][C:25](Br)=[N:26][CH:27]=1)(=[O:21])[CH3:20]>C1(C)C=CC=CC=1.C1(P(C2C=CC=CC=2)[C-]2C=CC=C2)C=CC=CC=1.[C-]1(P(C2C=CC=CC=2)C2C=CC=CC=2)C=CC=C1.[Fe+2].C([O-])(=O)C.[Pd+2].C([O-])(=O)C>[C:1]([O:5][C:6]([C:8]1[CH:12]=[CH:11][N:10]([C:25]2[CH:24]=[CH:23][C:22]([C:19](=[O:21])[CH3:20])=[CH:27][N:26]=2)[CH:9]=1)=[O:7])([CH3:4])([CH3:2])[CH3:3] |f:1.2.3,6.7.8,9.10.11|. Reported procedure: A suspension of 1H-pyrrole-3-carboxylic acid tert-butyl ester (700 mg) described in Reference Example 50, 1,1′-bis(diphenylphosphino)ferrocene (35 mg), palladium acetate (9.4 mg), cesium carbonate (1.64 g) and 5-acetyl-2-bromopyridine (921 mg) in toluene (10 ml) was stirred at 100° C. for 8 hours. After completion of the reaction, the mixture was allowed to cool to room temperature, ice water was added thereto, and extracted with chloroform. The organic layer was dried over anhydrous sodium sulf... The reactants are CCOC(C)=O, COC(=O)C(Cl)(Cl)CCCCCCCCC1OC1c1ccc(Cl)cc1. Product: COC(=O)C(Cl)(Cl)CCCCCCCCC(O)Cc1ccc(Cl)cc1. RXN SMILES: [CH3:26][CH2:27][O:28][C:29](=[O:30])[CH3:31].[Cl:1][C:2]([C:3](=[O:4])[O:5][CH3:6])([CH2:7][CH2:8][CH2:9][CH2:10][CH2:11][CH2:12][CH2:13][CH2:14][CH:15]1[CH:16]([c:18]2[cH:19][cH:20][c:21]([Cl:24])[cH:22][cH:23]2)[O:17]1)[Cl:25]>>[Cl:1][C:2]([C:3](=[O:4])[O:5][CH3:6])([CH2:7][CH2:8][CH2:9][CH2:10][CH2:11][CH2:12][CH2:13][CH2:14][CH:15]([CH2:16][c:18]1[cH:19][cH:20][c:21]([Cl:24])[cH:22][cH:23]1)[OH:17])[Cl:25]. Starting materials: C(C)(C)[N-]C(C)C.[Li+] (lithium diisopropylamide), resultant solution, solution, C(C)(C)[N-]C(C)C.[Li+] (Lithium diisopropylamide), COC(=O)C1(NC(C=C1C)=O)C(C1CCCCC1)O[Si](C)(C)C(C)(C)C (2-[(tert-butyl-dimethyl-silanyloxy)-cyclohexyl-methyl]-3-methyl-5-oxo-2,5-dihydro-1H-pyrrole-2-carboxylic acid methyl ester), Cl[Si](C)(C)C (Chlorotrimethylsilane), C(C=C)Br (Allyl bromide). Solvent: O1CCCC1 (tetrahydrofuran). Conditions: temperature -78 celsius, time 30 minute. The product is COC(=O)C1(NC(C(C1=C)CC=C)=O)C(C1CCCCC1)O[Si](C)(C)C(C)(C)C (4-allyl-2-[(tert-butyl-dimethyl-silanyloxy)-cyclohexyl-methyl]-3-methylene-5-oxo-pyrrolidine-2-carboxylic acid methyl ester). Yield: 45.7%. Reaction SMILES: [CH:1]([N-]C(C)C)([CH3:3])[CH3:2].[Li+].[CH3:9][O:10][C:11]([C:13]1([CH:20]([O:27][Si:28]([C:31]([CH3:34])([CH3:33])[CH3:32])([CH3:30])[CH3:29])[CH:21]2[CH2:26][CH2:25][CH2:24][CH2:23][CH2:22]2)[C:17]([CH3:18])=[CH:16][C:15](=[O:19])[NH:14]1)=[O:12].Cl[Si](C)(C)C.C(Br)C=C>O1CCCC1>[CH3:9][O:10][C:11]([C:13]1([CH:20]([O:27][Si:28]([C:31]([CH3:34])([CH3:33])[CH3:32])([CH3:29])[CH3:30])[CH:21]2[CH2:26][CH2:25][CH2:24][CH2:23][CH2:22]2)[C:17](=[CH2:18])[CH:16]([CH2:3][CH:1]=[CH2:2])[C:15](=[O:19])[NH:14]1)=[O:12] |f:0.1|. Reported procedure: Lithium diisopropylamide solution (0.695 M solution in tetrahydrofuran, 5.66 ml, 3.93 mmol, 1.0 equiv) was added dropwise via syringe to a stirred solution of 2-[(tert-butyl-dimethyl-silanyloxy)-cyclohexyl-methyl]-3-methyl-5-oxo-2,5-dihydro-1H-pyrrole-2-carboxylic acid methyl ester (1.5 g, 3.93 mmol, 1.0 equiv) in tetrahydrofuran (45 ml) at −78° C. The reaction mixture was stirred at −78° C. for 30 min. Chlorotrimethylsilane (0.5 ml, 427 mg, 3.93 mmol, 1.0 equiv) was added and the resultant solu...